From a dataset of the Open Reaction Database (ORD), a public repository of structured organic reaction records. describe an organic reaction: reactants, conditions, products, and yield The reactants are COC1=C(C=C(C=C1)C1CC(NC1)=O)OS(=O)(=O)C(F)(F)F (4-(4-methoxy-3-trifluoromethanesulfonyloxyphenyl)-pyrrolidin-2-one), C(C)(=O)OCC (ethyl acetate), COC=1C=C(C=CC1)B(O)O (m-methoxyphenylboronic acid), C([O-])([O-])=O.[Na+].[Na+] (sodium carbonate). The reagents and catalysts are [Pd].C1(=CC=CC=C1)P(C1=CC=CC=C1)C1=CC=CC=C1.C1(=CC=CC=C1)P(C1=CC=CC=C1)C1=CC=CC=C1.C1(=CC=CC=C1)P(C1=CC=CC=C1)C1=CC=CC=C1.C1(=CC=CC=C1)P(C1=CC=CC=C1)C1=CC=CC=C1 (tetrakis(triphenylphosphine) palladium(0)). Solvent: C1(=CC=CC=C1)C (toluene), C(C)O (ethanol), O (water). Reaction conditions: temperature 90 celsius. Product: COC1=C(C=C(C=C1)C1CC(NC1)=O)C1=CC(=CC=C1)OC (4-(2,3'-Dimethoxy-5-biphenylyl)pyrrolidin-2-one). Isolated yield 62.9%. As a reaction SMILES: [CH3:1][O:2][C:3]1[CH:8]=[CH:7][C:6]([CH:9]2[CH2:13][NH:12][C:11](=[O:14])[CH2:10]2)=[CH:5][C:4]=1OS(C(F)(F)F)(=O)=O.[CH3:23][O:24][C:25]1[CH:26]=[C:27](B(O)O)[CH:28]=[CH:29][CH:30]=1.C(=O)([O-])[O-].[Na+].[Na+].C(OCC)(=O)C>C1(C)C=CC=CC=1.C(O)C.[Pd].C1(P(C2C=CC=CC=2)C2C=CC=CC=2)C=CC=CC=1.C1(P(C2C=CC=CC=2)C2C=CC=CC=2)C=CC=CC=1.C1(P(C2C=CC=CC=2)C2C=CC=CC=2)C=CC=CC=1.C1(P(C2C=CC=CC=2)C2C=CC=CC=2)C=CC=CC=1.O>[CH3:1][O:2][C:3]1[CH:8]=[CH:7][C:6]([CH:9]2[CH2:13][NH:12][C:11](=[O:14])[CH2:10]2)=[CH:5][C:4]=1[C:29]1[CH:28]=[CH:27][CH:26]=[C:25]([O:24][CH3:23])[CH:30]=1 |f:2.3.4,8.9.10.11.12|. Reported procedure: A solution is prepared from 339 mg of 4-(4-methoxy-3-trifluoromethanesulfonyloxyphenyl)-pyrrolidin-2-one in 9 ml of toluene and 4 ml of ethanol and stirred for 5 minutes under argon at room temperature with 38 mg of tetrakis(triphenylphosphine) palladium(0). After addition of 172 mg of m-methoxyphenylboronic acid and 1.3 ml of 2-molar sodium carbonate solution, the mixture is heated to 90° C. for 4 hours. After adding ethyl acetate and water, the organic phase is separated, washed neutral with s... The reactants are CCOC(=O)C(=O)c1ccc2cc(OC)ccc2c1, CC(C)O, [H][H], O=S(=O)([O-])[O-], O=[Pt]. Yields the product CCOC(=O)C(O)c1ccc2cc(OC)ccc2c1. As a reaction SMILES: [CH3:1][O:2][c:3]1[cH:4][c:5]2[cH:6][cH:7][c:8]([C:13]([C:14](=[O:15])[O:16][CH2:17][CH3:18])=[O:19])[cH:9][c:10]2[cH:11][cH:12]1.[CH:29]([OH:30])([CH3:31])[CH3:32].[H:25][H:26].[O-:20][S:21](=[O:22])(=[O:23])[O-:24].[Pt:27]=[O:28]>>[CH3:1][O:2][c:3]1[cH:4][c:5]2[cH:6][cH:7][c:8]([CH:13]([C:14](=[O:15])[O:16][CH2:17][CH3:18])[OH:19])[cH:9][c:10]2[cH:11][cH:12]1. Reactants: BrC1=CC=C(C=C1)S (4-bromothiophenol), C([O-])([O-])=O.[K+].[K+] (potassium carbonate), CS(=O)C (dimethylsulfoxide), ClCCCCOC=1C=CC2=C(C(OC(N2)=O)(C)C)C1 (6-(4-chlorobutoxy)-4,4-dimethyl-4H-3,1-benzoxazin-2-one). Run in O (water). Conditions: time 1 hour. Product: BrC1=CC=C(C=C1)SCCCCOC=1C=CC2=C(C(OC(N2)=O)(C)C)C1 (6-[4-(4-Bromo-phenylmercapto)-butoxy]-4,4-dimethyl-4H-3,1-benzoxazin-2-one). Reaction SMILES: [Br:1][C:2]1[CH:7]=[CH:6][C:5]([SH:8])=[CH:4][CH:3]=1.C(=O)([O-])[O-].[K+].[K+].CS(C)=O.Cl[CH2:20][CH2:21][CH2:22][CH2:23][O:24][C:25]1[CH:26]=[CH:27][C:28]2[NH:33][C:32](=[O:34])[O:31][C:30]([CH3:36])([CH3:35])[C:29]=2[CH:37]=1>O>[Br:1][C:2]1[CH:7]=[CH:6][C:5]([S:8][CH2:20][CH2:21][CH2:22][CH2:23][O:24][C:25]2[CH:26]=[CH:27][C:28]3[NH:33][C:32](=[O:34])[O:31][C:30]([CH3:36])([CH3:35])[C:29]=3[CH:37]=2)=[CH:4][CH:3]=1 |f:1.2.3|. Procedure details: Quantities of 6.23 gm (0.033 mol) of 4-bromothiophenol and 8.28 gm (0.06 mol) of potassium carbonate are stirred into 100 ml of dimethylsulfoxide, dried over a molecular sieve in a nitrogen atmosphere at ambient temperature for 15 minutes, and then mixed with 8.51 gm (0.03 mol) of 6-(4-chlorobutoxy)-4,4-dimethyl-4H-3,1-benzoxazin-2-one. After stirring for one hour at ambient temperature, water is added in batches until a thick crystal slurry is produced. This is subjected to suction filtration, ... Reactants: C1(CCC(=O)O1)=O (succinic anhydride), N1CCOCC1 (morpholine). Run in C1CCOC1 (THF). Conditions: time 1 hour. The product is O1CCN(CC1)C(CCC(=O)O)=O (4-morpholino-4-oxobutyric acid). The yield is 94.0%. RXN SMILES: [C:1]1(=[O:7])[O:6][C:4](=[O:5])[CH2:3][CH2:2]1.[NH:8]1[CH2:13][CH2:12][O:11][CH2:10][CH2:9]1>C1COCC1>[O:11]1[CH2:12][CH2:13][N:8]([C:4](=[O:5])[CH2:3][CH2:2][C:1]([OH:6])=[O:7])[CH2:9][CH2:10]1. Procedure details: In 10 ml of THF was dissolved 1.814 g (81.3 mmole) of succinic anhydride, and 7.04 ml (81.3 mmole) of morpholine was added dropwise thereto from a syringe at room temperature under a nitrogen atmosphere. After stirring the reaction mixture for 1 hour, the precipitated crystals were collected by filtration and washed with a 1:2 (by volume) mixture of ethyl acetate and hexane to obtain 14.3 g (percent yield: 94%) of crude crystals of 4-morpholino-4-oxobutyric acid.